From a dataset of the Open Reaction Database (ORD), a public repository of structured organic reaction records. describe an organic reaction: reactants, conditions, products, and yield Reactants: C(C)N(C(C)C)C(C)C (N-ethyldiisopropylamine), Cl.COC1=CC=C(C2=C1N=C(S2)C2=NC1=C(CCNCC1)N2)N2CCOCC2 (2-(4-methoxy-7-morpholin-4-yl-benzothiazol-2-yl)-1,4,5,6,7,8-hexahydro-imidazo[4,5-d]azepine hydrochloride), CS(=O)(=O)Cl (methanesulfonyl chloride). The solvent is O1CCCC1 (tetrahydrofurane). Product: CS(=O)(=O)N1CCC2=C(CC1)N=C(N2)C=2SC1=C(N2)C(=CC=C1N1CCOCC1)OC (6-methanesulfonyl-2-(4-methoxy-7-morpholin-4-yl-benzothiazol-2-yl)-1,4,5,6,7,8-hexahydro-imidazo[4,5-d]azepine). The yield is 32.0%. RXN SMILES: Cl.[CH3:2][O:3][C:4]1[C:9]2[N:10]=[C:11]([C:13]3[NH:22][C:16]4[CH2:17][CH2:18][NH:19][CH2:20][CH2:21][C:15]=4[N:14]=3)[S:12][C:8]=2[C:7]([N:23]2[CH2:28][CH2:27][O:26][CH2:25][CH2:24]2)=[CH:6][CH:5]=1.C(N(C(C)C)C(C)C)C.[CH3:38][S:39](Cl)(=[O:41])=[O:40]>O1CCCC1>[CH3:38][S:39]([N:19]1[CH2:20][CH2:21][C:15]2[N:14]=[C:13]([C:11]3[S:12][C:8]4[C:7]([N:23]5[CH2:24][CH2:25][O:26][CH2:27][CH2:28]5)=[CH:6][CH:5]=[C:4]([O:3][CH3:2])[C:9]=4[N:10]=3)[NH:22][C:16]=2[CH2:17][CH2:18]1)(=[O:41])=[O:40] |f:0.1|. Procedure: To a suspension of 0.04 g 2-(4-methoxy-7-morpholin-4-yl-benzothiazol-2-yl)-1,4,5,6,7,8-hexahydro-imidazo[4,5-d]azepine hydrochloride in 3.4 ml tetrahydrofurane were added at 0–4° C. 0.07 ml N-ethyldiisopropylamine and 0.009 ml methanesulfonyl chloride. The mixture was refluxed for 17 hours, silicagel was added and the solvent was distilled off. The residue was transferred to a column prefilled with silicagel and was chromatographed with dichloromethane/methanol 96:4 to yield 0.015 g (32%) 6-meth... Reactants: NC1=NNC(=N1)SCC1=CC=CC=C1 (3-amino-5-benzylthio-1,2,4-triazole), CC(C(CC=O)=O)C (4-methyl-3-oxopentanal). Yields the product C(C1=CC=CC=C1)SC1(NN2C(N=C(C=C2)C(C)C)=N1)SCC1=CC=CC=C1 (2-benzylthio-2-benzylthio-5-isopropyl-1,2,4-triazolo[1,5-a]pyrimidine). Yield: 96.0%. As a reaction SMILES: [NH2:1][C:2]1[N:6]=[C:5]([S:7][CH2:8][C:9]2[CH:14]=[CH:13][CH:12]=[CH:11][CH:10]=2)[NH:4][N:3]=1.[CH3:15][CH:16]([CH3:22])[C:17](=O)[CH2:18][CH:19]=O>>[CH2:8]([S:7][C:5]1([S:7][CH2:8][C:9]2[CH:14]=[CH:13][CH:12]=[CH:11][CH:10]=2)[N:6]=[C:2]2[N:1]=[C:17]([CH:16]([CH3:22])[CH3:15])[CH:18]=[CH:19][N:3]2[NH:4]1)[C:9]1[CH:10]=[CH:11][CH:12]=[CH:13][CH:14]=1. Reported procedure: This material was prepared in 96% yield from 3-amino-5-benzylthio-1,2,4-triazole and 4-methyl-3-oxopentanal following the general procedure described in Example 7. The desired product was isolated as a solid, m.p. 65°-66° C. IR and 1H NMR were in agreement with the assigned structure. The reactants are O (water), C([O-])([O-])=O.[K+].[K+] (potassium carbonate), BrCCCCCl (1-bromo-4-chlorobutane), C1(=CC=CC=C1)C1COC=2C=CC=C3C4=C(C=CC=C4N1C23)O (1-phenyl-1,2-dihydro[1,4]oxazino[2,3,4-jk]carbazol-7-ol), CN(C)C=O (DMF). Conditions: temperature 85 celsius. Product: CC=1C=C2C=3C(=CC=CC3N3C2=C(C1)OCC3C3=CC=CC=C3)OCCN (2-[(5-Methyl-1-phenyl-1,2-dihydro[1,4]oxazino[2,3,4-jk]carbazol-7-yl)oxy]-1-ethanamine). The yield is 57.0%. RXN SMILES: [C:1]1([CH:7]2[N:21]3[C:22]4[C:14]([C:15]5[C:20]3=[CH:19][CH:18]=[CH:17][C:16]=5O)=[CH:13][CH:12]=[CH:11][C:10]=4[O:9][CH2:8]2)[CH:6]=[CH:5][CH:4]=[CH:3][CH:2]=1.[C:24](=[O:27])([O-])[O-].[K+].[K+].Br[CH2:31]CCCCl.O.[CH3:37][N:38](C=O)C>>[CH3:31][C:12]1[CH:13]=[C:14]2[C:22]3=[C:10]([O:9][CH2:8][CH:7]([C:1]4[CH:2]=[CH:3][CH:4]=[CH:5][CH:6]=4)[N:21]3[C:20]3[CH:19]=[CH:18][CH:17]=[C:16]([O:27][CH2:24][CH2:37][NH2:38])[C:15]2=3)[CH:11]=1 |f:1.2.3|. Procedure: To a mixture of 1-phenyl-1,2-dihydro[1,4]oxazino[2,3,4-jk]carbazol-7-ol (0.5 g, 1.66 mmol) in dry DMF (5 mL) is added potassium carbonate (1.15 g, 8.3 mmol) and 1-bromo-4-chlorobutane (1.4 g, 8.3 mmol). The mixture is heated at 85° C., under argon, for 4 h. The mixture is then cooled to room temperature and water (50 mL) is added. The mixture is transferred to a separatory funnel and partitioned between water and ether. The ether layer is washed with water (50 mL) then dried over anhydrous sodiu... Reactants: COc1ccccc1COCCCOc1ccc(C2CCN(C(=O)OC(C)(C)C)CC2OCCOc2ccccc2CCOS(=O)(=O)c2ccc(C)cc2)cc1, CN(C)C=O, [N-]=[N+]=[N-], [Na+], [Na+], O=C([O-])O. Yields the product COc1ccccc1COCCCOc1ccc(C2CCN(C(=O)OC(C)(C)C)CC2OCCOc2ccccc2CCN=[N+]=[N-])cc1. As a reaction SMILES: [CH3:1][O:2][c:3]1[c:4]([CH2:5][O:6][CH2:7][CH2:8][CH2:9][O:10][c:11]2[cH:12][cH:13][c:14]([CH:17]3[CH:18]([O:30][CH2:31][CH2:32][O:33][c:34]4[c:35]([CH2:40][CH2:41][O:42][S:43]([c:44]5[cH:45][cH:46][c:47]([CH3:48])[cH:49][cH:50]5)(=[O:51])=[O:52])[cH:36][cH:37][cH:38][cH:39]4)[CH2:19][N:20]([C:23](=[O:24])[O:25][C:26]([CH3:27])([CH3:28])[CH3:29])[CH2:21][CH2:22]3)[cH:15][cH:16]2)[cH:53][cH:54][cH:55][cH:56]1.[CH3:61][N:62]([CH3:63])[CH:64]=[O:65].[N-:58]=[N+:59]=[N-:60].[Na+:57].[Na+:66].[OH:67][C:68](=[O:69])[O-:70]>>[CH3:1][O:2][c:3]1[c:4]([CH2:5][O:6][CH2:7][CH2:8][CH2:9][O:10][c:11]2[cH:12][cH:13][c:14]([CH:17]3[CH:18]([O:30][CH2:31][CH2:32][O:33][c:34]4[c:35]([CH2:40][CH2:41][N:58]=[N+:59]=[N-:60])[cH:36][cH:37][cH:38][cH:39]4)[CH2:19][N:20]([C:23](=[O:24])[O:25][C:26]([CH3:27])([CH3:28])[CH3:29])[CH2:21][CH2:22]3)[cH:15][cH:16]2)[cH:53][cH:54][cH:55][cH:56]1. The reactants are CCO, Cl, Cl, N=C(N)NN, Cc1coc2c1C(=O)CC(c1ccco1)C2. The product is Cl, Cc1coc2c1C(=NNC(=N)N)CC(c1ccco1)C2. Reaction SMILES: [CH3:24][CH2:25][OH:26].[ClH:17].[ClH:23].[NH2:18][NH:19][C:20](=[NH:21])[NH2:22].[o:1]1[c:2]([CH:6]2[CH2:7][c:8]3[c:9]([c:10]([CH3:13])[cH:11][o:12]3)[C:14](=[O:16])[CH2:15]2)[cH:3][cH:4][cH:5]1>>[ClH:17].[o:1]1[c:2]([CH:6]2[CH2:7][c:8]3[c:9]([c:10]([CH3:13])[cH:11][o:12]3)[C:14](=[N:18][NH:19][C:20](=[NH:21])[NH2:22])[CH2:15]2)[cH:3][cH:4][cH:5]1. Reactants: NC1=CC(=C(C(=O)N[C@@H]2[C@@H](CN(CC2)CCCCN(C(OC(C)(C)C)=O)C)OC)C=C1Cl)OC ((1,1-dimethylethyl) cis-[4-[4-[(4-amino-5-chloro-2-methoxybenzoyl)amino]-3-methoxy-1-piperidinyl]butyl]methylcarbamate), Cl (hydrochloric acid). Solvent: CC(C)O (2-propanol). The product is 33, NC1=CC(=C(C(=O)N[C@@H]2[C@@H](CN(CC2)CCCCNC)OC)C=C1Cl)OC (cis-4-amino-5-chloro-2-methoxy-N-[3-methoxy-1-[4-(methylamino)butyl]-4-piperidinyl]benzamide). Yield: 78.7%. RXN SMILES: [NH2:1][C:2]1[C:31]([Cl:32])=[CH:30][C:5]([C:6]([NH:8][C@H:9]2[CH2:14][CH2:13][N:12]([CH2:15][CH2:16][CH2:17][CH2:18][N:19](C)[C:20](=O)OC(C)(C)C)[CH2:11][C@H:10]2[O:28][CH3:29])=[O:7])=[C:4]([O:33][CH3:34])[CH:3]=1.Cl>CC(O)C>[NH2:1][C:2]1[C:31]([Cl:32])=[CH:30][C:5]([C:6]([NH:8][C@H:9]2[CH2:14][CH2:13][N:12]([CH2:15][CH2:16][CH2:17][CH2:18][NH:19][CH3:20])[CH2:11][C@H:10]2[O:28][CH3:29])=[O:7])=[C:4]([O:33][CH3:34])[CH:3]=1. Procedure: A mixture of (1,1-dimethylethyl) cis-[4-[4-[(4-amino-5-chloro-2-methoxybenzoyl)amino]-3-methoxy-1-piperidinyl]butyl]methylcarbamate and 250 parts of 2-propanol, saturated with hydrochloric acid was stirred and refluxed for 15 minutes. The reaction mixture was evaporated and the residue was taken up in trichloromethane. The organic layer was washed with water, saturated with ammonium hydroxide, dried, filtered and evaporated. The residue was purified by column chromatography over silica gel using... Starting materials: CS(=O)(=O)C1=CC=C(C=C1)NC1=NC=CC(=N1)C#CC1=C(C=CC=C1)N(S(=O)(=O)C)C (N-(2-{2-[2-(4-methanesulfonylphenylamino)pyrimidin-4-yl]ethynyl}-phenyl)-N-methylmethanesulfonamide), [H][H] (hydrogen). Run in CO (methanol). Reaction conditions: time 3 hour. The product is CS(=O)(=O)C1=CC=C(C=C1)NC1=NC=CC(=N1)CCC1=C(C=CC=C1)N(S(=O)(=O)C)C (N-(2-{2-[2-(4-methanesulfonylphenylamino)pyrimidin-4-yl]ethyl}-phenyl)-N-methylmethanesulfonamide). Yield: 49.6%. RXN SMILES: [CH3:1][S:2]([C:5]1[CH:10]=[CH:9][C:8]([NH:11][C:12]2[N:17]=[C:16]([C:18]#[C:19][C:20]3[CH:25]=[CH:24][CH:23]=[CH:22][C:21]=3[N:26]([CH3:31])[S:27]([CH3:30])(=[O:29])=[O:28])[CH:15]=[CH:14][N:13]=2)=[CH:7][CH:6]=1)(=[O:4])=[O:3].[H][H]>CO>[CH3:1][S:2]([C:5]1[CH:6]=[CH:7][C:8]([NH:11][C:12]2[N:17]=[C:16]([CH2:18][CH2:19][C:20]3[CH:25]=[CH:24][CH:23]=[CH:22][C:21]=3[N:26]([CH3:31])[S:27]([CH3:30])(=[O:28])=[O:29])[CH:15]=[CH:14][N:13]=2)=[CH:9][CH:10]=1)(=[O:3])=[O:4]. Procedure: 100 mg of N-(2-{2-[2-(4-methanesulfonylphenylamino)pyrimidin-4-yl]ethynyl}-phenyl)-N-methylmethanesulfonamide are dissolved in 1 ml of methanol, and 100 mg of activated carbon (with 10% of Pd) are added. A hydrogen atmosphere is generated, and the suspension is stirred at room temperature for 3 h. The catalyst is subsequently filtered off, and the solvent is removed. The residue is chromatographed on silica gel, giving 50 mg of the title compound as colourless solid; The reactants are ClC1=C(C=C(C=C1)[N+](=O)[O-])O (2-chloro-5-nitrophenol), C(C=C)Br (allyl bromide), C([O-])([O-])=O.[K+].[K+] (potassium carbonate), CN(C=O)C (N,N-dimethylformamide). Solvent: O (water). Yields the product C(C=C)OC1=C(C=CC(=C1)[N+](=O)[O-])Cl (1-(allyloxy)-2-chloro-5-nitrobenzene). As a reaction SMILES: [Cl:1][C:2]1[CH:7]=[CH:6][C:5]([N+:8]([O-:10])=[O:9])=[CH:4][C:3]=1[OH:11].[CH2:12](Br)[CH:13]=[CH2:14].C(=O)([O-])[O-].[K+].[K+].CN(C)C=O>O>[CH2:14]([O:11][C:3]1[CH:4]=[C:5]([N+:8]([O-:10])=[O:9])[CH:6]=[CH:7][C:2]=1[Cl:1])[CH:13]=[CH2:12] |f:2.3.4|. Reported procedure: A mixture of 7.4 g of 2-chloro-5-nitrophenol, 5.4 g of allyl bromide, 5.9 g of anhydrous potassium carbonate and 50 mL of dry N,N-dimethylformamide (DMF) was stirred at room temperature over a weekend. Then the mixture was poured into water, and the resulting mixture was extracted twice with ethyl acetate and twice with ether. The combined extracts were washed with water, then with brine, dried (Na2SO4), filtered and stripped of the solvents. The residue was recrystallized from hexane to give 1-... The reactants are O=C([O-])O, CC(C)O, Cc1c(F)cc(C(=O)NC2CC2)cc1B(O)O, CC(NC(=O)c1ccc(Cl)nc1)C(C)(C)C, [Na+], c1ccc(P(c2ccccc2)(c2ccccc2)[Pd](P(c2ccccc2)(c2ccccc2)c2ccccc2)(P(c2ccccc2)(c2ccccc2)c2ccccc2)P(c2ccccc2)(c2ccccc2)c2ccccc2)cc1. The product is Cc1c(F)cc(C(=O)NC2CC2)cc1-c1ccc(C(=O)NC(C)C(C)(C)C)cn1. As a reaction SMILES: [C:34](=[O:35])([O-:36])[OH:37].[CH3:39][CH:40]([OH:41])[CH3:42].[CH:17]1([NH:20][C:21](=[O:22])[c:23]2[cH:24][c:25]([F:33])[c:26]([CH3:32])[c:27]([B:29]([OH:30])[OH:31])[cH:28]2)[CH2:18][CH2:19]1.[Cl:1][c:2]1[n:3][cH:4][c:5]([C:6](=[O:7])[NH:8][CH:9]([CH3:10])[C:11]([CH3:12])([CH3:13])[CH3:14])[cH:15][cH:16]1.[Na+:38].[cH:43]1[cH:44][cH:45][c:46]([P:47]([Pd:48]([P:49]([c:50]2[cH:51][cH:52][cH:53][cH:54][cH:55]2)([c:56]2[cH:57][cH:58][cH:59][cH:60][cH:61]2)[c:62]2[cH:63][cH:64][cH:65][cH:66][cH:67]2)([P:68]([c:69]2[cH:70][cH:71][cH:72][cH:73][cH:74]2)([c:75]2[cH:76][cH:77][cH:78][cH:79][cH:80]2)[c:81]2[cH:82][cH:83][cH:84][cH:85][cH:86]2)[P:87]([c:88]2[cH:89][cH:90][cH:91][cH:92][cH:93]2)([c:94]2[cH:95][cH:96][cH:97][cH:98][cH:99]2)[c:100]2[cH:101][cH:102][cH:103][cH:104][cH:105]2)([c:106]2[cH:107][cH:108][cH:109][cH:110][cH:111]2)[c:112]2[cH:113][cH:114][cH:115][cH:116][cH:117]2)[cH:118][cH:119]1>>[c:2]1(-[c:27]2[c:26]([CH3:32])[c:25]([F:33])[cH:24][c:23]([C:21]([NH:20][CH:17]3[CH2:18][CH2:19]3)=[O:22])[cH:28]2)[n:3][cH:4][c:5]([C:6](=[O:7])[NH:8][CH:9]([CH3:10])[C:11]([CH3:12])([CH3:13])[CH3:14])[cH:15][cH:16]1. Reactants: COC1(OC(C=C1)(C)OC)C (2,5-dimethoxy-2,5-dimethyl-2,5-dihydrofuran), CC(\C=C/C(C)=O)=O (cis-3-hexene-2,5-dione), C(C1=CC=CC=C1)(=S)O (thiobenzoic acid). The reagents and catalysts are C(C)(=O)O (acetic acid). The solvent is O (H2O). Product: C(C1=CC=CC=C1)(=S)C(C(C)=O)CC(C)=O (3-thiobenzoyl-2,5-hexanedione). Isolated yield 69.8%. As a reaction SMILES: CO[C:3]1([CH3:11])[CH:7]=[CH:6][C:5]([O:9]C)([CH3:8])[O:4]1.CC(=O)/C=C\C(=O)C.[C:20](O)(=[S:27])[C:21]1[CH:26]=[CH:25][CH:24]=[CH:23][CH:22]=1>C(O)(=O)C.O>[C:20]([CH:6]([CH2:7][C:3](=[O:4])[CH3:11])[C:5](=[O:9])[CH3:8])(=[S:27])[C:21]1[CH:26]=[CH:25][CH:24]=[CH:23][CH:22]=1. Reported procedure: In a 50 ml three-necked flask equipped with thermometer, 10 ml addition funnel and magnetic stirrer is placed 6 g of 2,5-dimethoxy-2,5-dimethyl-2,5-dihydrofuran, 24 ml H2O and 1 drop of glacial acetic acid. The mixture (which is crude cis-3-hexene-2,5-dione) is stirred for one hour until homogeneous. Then 5.25 g thiobenzoic acid is added over a five-minute period. The mixture is allowed to stand for eighteen more minutes and is then extracted with 35 ml of methylene chloride. After drying over a...